This data is from the Open Reaction Database (ORD), a public repository of structured organic reaction records. The task is: describe an organic reaction: reactants, conditions, products, and yield The reactants are CC(C)(C)[Si](Cl)(c1ccccc1)c1ccccc1, ClCCl, O=C1COc2cc(O)ccc21, c1c[nH]cn1. The product is CC(C)(C)[Si](Oc1ccc2c(c1)OCC2=O)(c1ccccc1)c1ccccc1. RXN SMILES: [C:17]([CH3:18])([CH3:19])([CH3:20])[Si:21]([Cl:22])([c:23]1[cH:24][cH:25][cH:26][cH:27][cH:28]1)[c:29]1[cH:30][cH:31][cH:32][cH:33][cH:34]1.[Cl:35][CH2:36][Cl:37].[OH:1][c:2]1[cH:3][c:4]2[c:5]([cH:10][cH:11]1)[C:6](=[O:9])[CH2:7][O:8]2.[nH:12]1[cH:13][cH:14][n:15][cH:16]1>>[O:1]([c:2]1[cH:3][c:4]2[c:5]([cH:10][cH:11]1)[C:6](=[O:9])[CH2:7][O:8]2)[Si:21]([C:17]([CH3:18])([CH3:19])[CH3:20])([c:23]1[cH:24][cH:25][cH:26][cH:27][cH:28]1)[c:29]1[cH:30][cH:31][cH:32][cH:33][cH:34]1. As a reaction SMILES: [CH3:1][O:2][C:3]1[CH:4]=[C:5]([C:20]([C:22]2[C:23]3[CH:44]=[CH:43][C:42]([O:45][CH2:46][C:47]4[CH:52]=[CH:51][CH:50]=[CH:49][CH:48]=4)=[CH:41][C:24]=3[S:25][C:26]=2[C:27]2[CH:32]=[CH:31][C:30]([O:33][CH2:34][CH2:35][N:36]3[CH2:40][CH2:39][CH2:38][CH2:37]3)=[CH:29][CH:28]=2)=[O:21])[CH:6]=[CH:7][C:8]=1[O:9][Si](C(C)C)(C(C)C)C(C)C.[F-].C([N+](CCCC)(CCCC)CCCC)CCC.C([O-])(O)=O.[Na+]>C1COCC1>[CH3:1][O:2][C:3]1[CH:4]=[C:5]([C:20]([C:22]2[C:23]3[CH:44]=[CH:43][C:42]([O:45][CH2:46][C:47]4[CH:52]=[CH:51][CH:50]=[CH:49][CH:48]=4)=[CH:41][C:24]=3[S:25][C:26]=2[C:27]2[CH:28]=[CH:29][C:30]([O:33][CH2:34][CH2:35][N:36]3[CH2:37][CH2:38][CH2:39][CH2:40]3)=[CH:31][CH:32]=2)=[O:21])[CH:6]=[CH:7][C:8]=1[OH:9] |f:1.2,3.4|. Run at time 10 minute. Product: COC=1C=C(C=CC1O)C(=O)C=1C2=C(SC1C1=CC=C(C=C1)OCCN1CCCC1)C=C(C=C2)OCC2=CC=CC=C2 (6-Benzyloxy-2-[4-[2-(1-pyrrolidinyl)ethoxy]phenyl]benzo[b]thiophen-3-yl 3-Methoxy-4-hydroxyphenyl Ketone). The reactants are COC=1C=C(C=CC1O[Si](C(C)C)(C(C)C)C(C)C)C(=O)C=1C2=C(SC1C1=CC=C(C=C1)OCCN1CCCC1)C=C(C=C2)OCC2=CC=CC=C2 (6-benzyloxy-2-[4-[2-(1-pyrrolidinyl)ethoxy]phenyl]benzo[b]thiophen-3-yl 3-methoxy-4-triisopropylsilyloxyphenyl ketone), [F-].C(CCC)[N+](CCCC)(CCCC)CCCC (tetrabutylammonium fluoride), C(=O)(O)[O-].[Na+] (NaHCO3). Procedure: A solution of 6-benzyloxy-2-[4-[2-(1-pyrrolidinyl)ethoxy]phenyl]benzo[b]thiophen-3-yl 3-methoxy-4-triisopropylsilyloxyphenyl ketone (Part C; 4.89 g; 6.64 mmol) in 65 mL of dry THF was treated with tetrabutylammonium fluoride (1 M solution in THF; 7.3 mL) in a dropwise fashion. After 10 min, the reaction mixture was poured into 100 mL of saturated NaHCO3 (aq). The aqueous layer was extracted with EtOAc (3×50 mL). The combined organic layers were dried over K2CO3, filtered and concentrated in vacu... Run in C1CCOC1 (THF). The reactants are Brc1ccccn1, C1CCOC1, CN(C)C=O, CC(C)[N-]C(C)C, [Cl-], [Li+], [NH4+]. The product is O=Cc1cccnc1Br. As a reaction SMILES: [Br:9][c:10]1[cH:11][cH:12][cH:13][cH:14][n:15]1.[CH2:23]1[O:24][CH2:25][CH2:26][CH2:27]1.[CH3:16][N:17]([CH:18]=[O:19])[CH3:20].[CH:1]([N-:2][CH:3]([CH3:4])[CH3:5])([CH3:6])[CH3:7].[Cl-:21].[Li+:8].[NH4+:22]>>[Br:9][c:10]1[c:11]([CH:18]=[O:19])[cH:12][cH:13][cH:14][n:15]1. The reactants are [Li]C(C)(C)C, CCCCC, CCOC(C)OC(C=CI)C(C)C. The product is [Li]C=CC(OC(C)OCC)C(C)C. As a reaction SMILES: [C:14]([CH3:15])([CH3:16])([CH3:17])[Li:18].[CH3:19][CH2:20][CH2:21][CH2:22][CH3:23].[CH3:1][CH:2]([CH:3]([CH:4]=[CH:5][I:6])[O:7][CH:8]([CH3:9])[O:10][CH2:11][CH3:12])[CH3:13]>>[CH3:1][CH:2]([CH:3]([CH:4]=[CH:5][Li:18])[O:7][CH:8]([CH3:9])[O:10][CH2:11][CH3:12])[CH3:13]. Reactants: C(C)(C)(C)OC(=O)N1[C@@H]2C[C@@H]2C[C@H]1C(NCC1=C(C(=CC=C1)Cl)F)=O ((1R,3S,5R)-3-(3-chloro-2-fluoro-benzylcarbamoyl)-2-aza-bicyclo[3.1.0]hexane-2-carboxylic acid tert-butyl ester), C(=O)(C(F)(F)F)O (TFA). Solvent: C(Cl)Cl (CH2Cl2). Run at time 3 hour. Product: ClC=1C(=C(CNC(=O)[C@H]2N[C@@H]3C[C@@H]3C2)C=CC1)F ((1R,3S,5R)-2-Aza-bicyclo[3.1.0]hexane-3-carboxylic acid 3-chloro-2-fluoro-benzylamide), C(=O)(C(F)(F)F)O (TFA). RXN SMILES: C(OC([N:8]1[C@H:13]([C:14](=[O:25])[NH:15][CH2:16][C:17]2[CH:22]=[CH:21][CH:20]=[C:19]([Cl:23])[C:18]=2[F:24])[CH2:12][C@@H:11]2[C@H:9]1[CH2:10]2)=O)(C)(C)C.[C:26]([OH:32])([C:28]([F:31])([F:30])[F:29])=[O:27]>C(Cl)Cl>[Cl:23][C:19]1[C:18]([F:24])=[C:17]([CH:22]=[CH:21][CH:20]=1)[CH2:16][NH:15][C:14]([C@@H:13]1[CH2:12][C@@H:11]2[C@@H:9]([CH2:10]2)[NH:8]1)=[O:25].[C:26]([OH:32])([C:28]([F:31])([F:30])[F:29])=[O:27]. Procedure: To a solution of (1R,3S,5R)-3-(3-chloro-2-fluoro-benzylcarbamoyl)-2-aza-bicyclo[3.1.0]hexane-2-carboxylic acid tert-butyl ester (6.35 g, 17.22 mmol) in CH2Cl2 (60 mL) was added TFA (13.18 mL, 172 mmol) and the solution was stirred at RT for 3 h. The crude reaction mixture was concentrated under vacuum, Et2O was added and the white precipitate was filtered off to give the desired compound as a TFA salt. MS (LC/MS): 287.0 [M+H]+, 285.1 [M−H]−; tR (HPLC conditions f) 1.27 min.